This data is from the Open Reaction Database (ORD), a public repository of structured organic reaction records. The task is: describe an organic reaction: reactants, conditions, products, and yield Starting materials: COC([C@@H](N)COC1(C2=CC=CC=C2C=2C=CC=CC12)C1=CC=CC=C1)=O (O-(9-phenyl-9H-fluoren-9-yl)-L-serine methyl ester), C=O (paraformaldehyde), O (water), C(#N)[BH3-].[Na+] (sodium cyanoborohydride). The reagents and catalysts are [Cl-].[Zn+2].[Cl-] (zinc chloride). Run in CO (methanol), CO (methanol). Run at time 16 hour. The product is COC([C@@H](N(C)C)COC1(C2=CC=CC=C2C=2C=CC=CC12)C1=CC=CC=C1)=O (N,N-dimethyl--O--(9-phenyl-9H-fluoren-9-yl)-L-serine methyl ester). Isolated yield 80.7%. As a reaction SMILES: [CH3:1][O:2][C:3](=[O:27])[C@H:4]([CH2:6][O:7][C:8]1([C:21]2[CH:26]=[CH:25][CH:24]=[CH:23][CH:22]=2)[C:20]2[CH:19]=[CH:18][CH:17]=[CH:16][C:15]=2[C:14]2[C:9]1=[CH:10][CH:11]=[CH:12][CH:13]=2)N.[CH2:28]=O.O.[C:31]([BH3-])#[N:32].[Na+]>CO.[Cl-].[Zn+2].[Cl-]>[CH3:1][O:2][C:3](=[O:27])[C@H:4]([CH2:6][O:7][C:8]1([C:21]2[CH:26]=[CH:25][CH:24]=[CH:23][CH:22]=2)[C:20]2[CH:19]=[CH:18][CH:17]=[CH:16][C:15]=2[C:14]2[C:9]1=[CH:10][CH:11]=[CH:12][CH:13]=2)[N:32]([CH3:31])[CH3:28] |f:3.4,6.7.8|. Reported procedure: To a stirred solution of 0.57 g (1.6 mmol) O-(9-phenyl-9H-fluoren-9-yl)-L-serine methyl ester (Example 4a, Step 2), 0.150 g (5 mmol) paraformaldehyde and water (0.4 mL) in methanol (5 mL) was added dropwise a solution of 0.11 g (0.8 mmol) zinc chloride and 0.1 g (1.6 mmol) sodium cyanoborohydride in methanol (5 mL) at room temperature. The mixture was stirred at room temperature for 16 h, the solvent was evaporated, water (50 mL) was added and the mixture extracted with dichloromethane (3×20 mL)... Starting materials: [Si](C)(C)(C(C)(C)C)O[C@H]1C[C@@H](O[C@@H]1CCO)N1C(=O)NC(=O)C(C)=C1 (3'-O-t-butyldimethylsilyl-5'-deoxy-5'-hydroxymethyl thymidine), C1(=CC=CC=C1)P(C1=CC=CC=C1)C1=CC=CC=C1 (triphenyl phosphine), N1C=NC=C1 (imidazole), II (iodine). Run in C(C)#N (acetonitrile), CCOCC (ether). Run at time 45 minute. Product: ICC[C@@H]1[C@H](C[C@@H](O1)N1C(=O)NC(=O)C(C)=C1)O[Si](C)(C)C(C)(C)C (5'-iodomethyl-5'-deoxy-3'-O-t-butyldimethylsilyl thymidine). Isolated yield 90.0%. Reaction SMILES: [Si:1]([O:8][C@@H:9]1[C@@H:13]([CH2:14][CH2:15]O)[O:12][C@@H:11]([N:17]2[CH:25]=[C:23]([CH3:24])[C:21](=[O:22])[NH:20][C:18]2=[O:19])[CH2:10]1)([C:4]([CH3:7])([CH3:6])[CH3:5])([CH3:3])[CH3:2].C1(P(C2C=CC=CC=2)C2C=CC=CC=2)C=CC=CC=1.N1C=CN=C1.[I:50]I>C(#N)C.CCOCC>[I:50][CH2:15][CH2:14][C@H:13]1[O:12][C@@H:11]([N:17]2[CH:25]=[C:23]([CH3:24])[C:21](=[O:22])[NH:20][C:18]2=[O:19])[CH2:10][C@@H:9]1[O:8][Si:1]([C:4]([CH3:7])([CH3:6])[CH3:5])([CH3:3])[CH3:2]. Procedure details: To a solution of 3'-O-t-butyldimethylsilyl-5'-deoxy-5'-hydroxymethyl thymidine prepared according to the method of Example 5 (0.3 g, 0.9 mmol) in dry acetonitrile (5 ml) and ether (3.4 ml) were added 3 eq of triphenyl phosphine (0.7 g, 2.8 mmol), 4 eq of imidazole (0.3 g, 3.7 mmol) and 2.2 eq of iodine (0.5 g, 2.8 mmol). The reaction mixture was stirred for 45 min and the solvent was evaporated. Ethyl acetate was added to the residue and the residue washed with water, saturated sodium chloride a... The reactants are [Br-], O=Cc1ccc(Br)cc1, [Li]CCCC, CCCC[P+](c1ccccc1)(c1ccccc1)c1ccccc1, CCCCCC, CN(C)P(=O)(N(C)C)N(C)C, [Cl-], [NH4+], C1CCOC1. Yields the product CCCC=Cc1ccc(Br)cc1. As a reaction SMILES: [Br-:34].[Br:17][c:18]1[cH:19][cH:20][c:21]([CH:22]=[O:23])[cH:24][cH:25]1.[CH2:1]([CH2:2][CH2:3][CH3:4])[Li:5].[CH2:35]([P+:36]([c:37]1[cH:38][cH:39][cH:40][cH:41][cH:42]1)([c:43]1[cH:44][cH:45][cH:46][cH:47][cH:48]1)[c:49]1[cH:50][cH:51][cH:52][cH:53][cH:54]1)[CH2:55][CH2:56][CH3:57].[CH3:28][CH2:29][CH2:30][CH2:31][CH2:32][CH3:33].[CH3:6][N:7]([CH3:8])[P:9](=[O:10])([N:11]([CH3:12])[CH3:13])[N:14]([CH3:15])[CH3:16].[Cl-:26].[NH4+:27].[O:58]1[CH2:59][CH2:60][CH2:61][CH2:62]1>>[CH:1]([CH2:2][CH2:3][CH3:4])=[CH:22][c:21]1[cH:20][cH:19][c:18]([Br:17])[cH:25][cH:24]1. The reactants are O=C([O-])[O-], CCCC[N+](CCCC)(CCCC)CCCC, COCCBr, CN(C)C=O, COc1cc2c(Cl)ccnc2cc1O, [I-], [K+], [K+]. Yields the product COCCOc1cc2nccc(Cl)c2cc1OC. As a reaction SMILES: [C:15](=[O:16])([O-:17])[O-:18].[CH2:27]([N+:28]([CH2:29][CH2:30][CH2:31][CH3:32])([CH2:33][CH2:34][CH2:35][CH3:36])[CH2:37][CH2:38][CH2:39][CH3:40])[CH2:41][CH2:42][CH3:43].[CH3:21][O:22][CH2:23][CH2:24][Br:25].[CH3:44][N:45]([CH3:46])[CH:47]=[O:48].[Cl:1][c:2]1[cH:3][cH:4][n:5][c:6]2[cH:7][c:8]([OH:14])[c:9]([O:12][CH3:13])[cH:10][c:11]12.[I-:26].[K+:19].[K+:20]>>[Cl:1][c:2]1[cH:3][cH:4][n:5][c:6]2[cH:7][c:8]([O:14][CH2:24][CH2:23][O:22][CH3:21])[c:9]([O:12][CH3:13])[cH:10][c:11]12. Reactants: COC1=CC=C(C=C1)C=1C=NC=CC1 (3-(4-methoxyphenyl)pyridine), Br (hydrobromic acid). The solvent is C(C)(=O)O (acetic acid). Product: OC1=CC=C(C=C1)C=1C=NC=CC1 (3-(4-Hydroxyphenyl)pyridine). The yield is 72.7%. Reaction SMILES: C[O:2][C:3]1[CH:8]=[CH:7][C:6]([C:9]2[CH:10]=[N:11][CH:12]=[CH:13][CH:14]=2)=[CH:5][CH:4]=1.Br>C(O)(=O)C>[OH:2][C:3]1[CH:4]=[CH:5][C:6]([C:9]2[CH:10]=[N:11][CH:12]=[CH:13][CH:14]=2)=[CH:7][CH:8]=1. Procedure: Prepared according to the method as described in Example 33b) from 3-(4-methoxyphenyl)pyridine (2.5 g), 48% aqueous hydrobromic acid (25 ml) and acetic acid (25 ml) to give the sub-title compound as a pale orange solid (1.68 g). Starting materials: CC1=C(C(=O)C2CC2)C(c2ccc(C#N)cc2)N(CC(=O)O)C(=O)N1c1cccc(C(F)(F)F)c1, N#Cc1ccc(S(N)(=O)=O)cc1, C(=NC1CCCCC1)=NC1CCCCC1, CN(C)c1ccncc1, ClCCl. The product is CC1=C(C(=O)C2CC2)C(c2ccc(C#N)cc2)N(CC(=O)NS(=O)(=O)c2ccc(C#N)cc2)C(=O)N1c1cccc(C(F)(F)F)c1. RXN SMILES: [C:1](#[N:2])[c:3]1[cH:4][cH:5][c:6]([CH:9]2[C:10]([C:31](=[O:32])[CH:33]3[CH2:34][CH2:35]3)=[C:11]([CH3:30])[N:12]([c:20]3[cH:21][c:22]([C:26]([F:27])([F:28])[F:29])[cH:23][cH:24][cH:25]3)[C:13](=[O:19])[N:14]2[CH2:15][C:16](=[O:17])[OH:18])[cH:7][cH:8]1.[C:51](#[N:52])[c:53]1[cH:54][cH:55][c:56]([S:59](=[O:60])(=[O:61])[NH2:62])[cH:57][cH:58]1.[CH2:36]1[CH2:37][CH2:38][CH:39]([N:40]=[C:41]=[N:42][CH:43]2[CH2:44][CH2:45][CH2:46][CH2:47][CH2:48]2)[CH2:49][CH2:50]1.[CH3:63][N:64]([CH3:65])[c:66]1[cH:67][cH:68][n:69][cH:70][cH:71]1.[Cl:72][CH2:73][Cl:74]>>[C:1](#[N:2])[c:3]1[cH:4][cH:5][c:6]([CH:9]2[C:10]([C:31](=[O:32])[CH:33]3[CH2:34][CH2:35]3)=[C:11]([CH3:30])[N:12]([c:20]3[cH:21][c:22]([C:26]([F:27])([F:28])[F:29])[cH:23][cH:24][cH:25]3)[C:13](=[O:19])[N:14]2[CH2:15][C:16](=[O:17])[NH:62][S:59]([c:56]2[cH:55][cH:54][c:53]([C:51]#[N:52])[cH:58][cH:57]2)(=[O:60])=[O:61])[cH:7][cH:8]1. The reactants are O=C([O-])[O-], COCCCN, CS(=O)(=O)OCCCc1ccc(Br)cc1, CC#N, [K+], [K+]. The product is COCCCNCCCc1ccc(Br)cc1. RXN SMILES: [C:22](=[O:23])([O-:24])[O-:25].[CH3:16][O:17][CH2:18][CH2:19][CH2:20][NH2:21].[CH3:1][S:2]([O:3][CH2:6][CH2:7][CH2:8][c:9]1[cH:10][cH:11][c:12]([Br:15])[cH:13][cH:14]1)(=[O:4])=[O:5].[CH3:28][C:29]#[N:30].[K+:26].[K+:27]>>[CH2:6]([CH2:7][CH2:8][c:9]1[cH:10][cH:11][c:12]([Br:15])[cH:13][cH:14]1)[NH:21][CH2:20][CH2:19][CH2:18][O:17][CH3:16]. Starting materials: CC#CCn1c(Oc2cc(C)cc(C)c2)c(C(C)C)c(=O)[nH]c1=O, CO, [H][H], [Pd], c1ccncc1, c1ccc2ncccc2c1. Yields the product CC=CCn1c(Oc2cc(C)cc(C)c2)c(C(C)C)c(=O)[nH]c1=O. RXN SMILES: [CH2:1]([C:2]#[C:3][CH3:4])[n:5]1[c:6](=[O:24])[nH:7][c:8](=[O:23])[c:9]([CH:20]([CH3:21])[CH3:22])[c:10]1[O:11][c:12]1[cH:13][c:14]([CH3:19])[cH:15][c:16]([CH3:18])[cH:17]1.[CH3:43][OH:44].[H:41][H:42].[Pd:45].[cH:25]1[cH:26][cH:27][n:28][cH:29][cH:30]1.[cH:31]1[cH:32][c:33]2[c:34]([n:35][cH:36][cH:37][cH:38]2)[cH:39][cH:40]1>>[CH2:1]([CH:2]=[CH:3][CH3:4])[n:5]1[c:6](=[O:24])[nH:7][c:8](=[O:23])[c:9]([CH:20]([CH3:21])[CH3:22])[c:10]1[O:11][c:12]1[cH:13][c:14]([CH3:19])[cH:15][c:16]([CH3:18])[cH:17]1. Reactants: C1CCOC1, CN1CCN(c2ccc(N)cc2)CC1, O=C1Nc2cc(Cc3cccc(NC(=O)c4cccs4)c3)ccc2C1=CO. The product is CN1CCN(c2ccc(NC=C3C(=O)Nc4cc(Cc5cccc(NC(=O)c6cccs6)c5)ccc43)cc2)CC1. RXN SMILES: [CH2:42]1[O:43][CH2:44][CH2:45][CH2:46]1.[CH3:28][N:29]1[CH2:30][CH2:31][N:32]([c:35]2[cH:36][cH:37][c:38]([NH2:41])[cH:39][cH:40]2)[CH2:33][CH2:34]1.[OH:1][CH:2]=[C:3]1[C:4](=[O:27])[NH:5][c:6]2[cH:7][c:8]([CH2:12][c:13]3[cH:14][c:15]([NH:19][C:20](=[O:21])[c:22]4[s:23][cH:24][cH:25][cH:26]4)[cH:16][cH:17][cH:18]3)[cH:9][cH:10][c:11]21>>[CH:2](=[C:3]1[C:4](=[O:27])[NH:5][c:6]2[cH:7][c:8]([CH2:12][c:13]3[cH:14][c:15]([NH:19][C:20](=[O:21])[c:22]4[s:23][cH:24][cH:25][cH:26]4)[cH:16][cH:17][cH:18]3)[cH:9][cH:10][c:11]21)[NH:41][c:38]1[cH:37][cH:36][c:35]([N:32]2[CH2:31][CH2:30][N:29]([CH3:28])[CH2:34][CH2:33]2)[cH:40][cH:39]1.